From a dataset of the Open Reaction Database (ORD), a public repository of structured organic reaction records. describe an organic reaction: reactants, conditions, products, and yield Reactants: CCOC(C)=O, CC(C)(C)[O-], CCCCCC, CS(C)=O, CCCCCCCCCCCCCCCc1cccc(OC(C)C)c1C(=O)OC(C)C, Cl, [K+], O. Product: CCCCCCCCCCCCCCCc1cccc(OC(C)C)c1C(=O)O. RXN SMILES: [C:38]([O:39][CH2:40][CH3:41])(=[O:42])[CH3:43].[CH3:32][C:33]([CH3:34])([O-:35])[CH3:36].[CH3:44][CH2:45][CH2:46][CH2:47][CH2:48][CH3:49].[CH3:51][S:52](=[O:53])[CH3:54].[CH:1]([CH3:2])([CH3:3])[O:4][c:5]1[c:6]([C:7](=[O:8])[O:9][CH:10]([CH3:11])[CH3:12])[c:13]([CH2:17][CH2:18][CH2:19][CH2:20][CH2:21][CH2:22][CH2:23][CH2:24][CH2:25][CH2:26][CH2:27][CH2:28][CH2:29][CH2:30][CH3:31])[cH:14][cH:15][cH:16]1.[ClH:50].[K+:37].[OH2:55]>>[CH:1]([CH3:2])([CH3:3])[O:4][c:5]1[c:6]([C:7](=[O:8])[OH:9])[c:13]([CH2:17][CH2:18][CH2:19][CH2:20][CH2:21][CH2:22][CH2:23][CH2:24][CH2:25][CH2:26][CH2:27][CH2:28][CH2:29][CH2:30][CH3:31])[cH:14][cH:15][cH:16]1. Starting materials: FC(C(=O)NC=1C=C2CC3C(=NNC(C3)=O)C2=CC1)(F)F (7-trifluoroacetylamino-4,4a-dihydro-5H-indeno-[1,2-c]-pyridazin-3-one), OS(=O)(=O)O (H2SO4). The product is NC=1C=C2CC3C(=NNC(C3)=O)C2=CC1 (7-amino-4,4a-dihydro-5H-indeno[1,2-c]-pyridazin-3-one). RXN SMILES: FC(F)(F)C([NH:5][C:6]1[CH:7]=[C:8]2[C:17](=[CH:18][CH:19]=1)[C:11]1=[N:12][NH:13][C:14](=[O:16])[CH2:15][CH:10]1[CH2:9]2)=O.OS(O)(=O)=O>>[NH2:5][C:6]1[CH:7]=[C:8]2[C:17](=[CH:18][CH:19]=1)[C:11]1=[N:12][NH:13][C:14](=[O:16])[CH2:15][CH:10]1[CH2:9]2. Reported procedure: dl-7-trifluoroacetylamino-4,4a-dihydro-5H-indeno-[1,2-c]-pyridazin-3-one, m.p. 234° C., which is hydrolized with 1N H2SO4 to give dl-7-amino-4,4a-dihydro-5H-indeno[1,2-c]-pyridazin-3-one.